From a dataset of the Open Reaction Database (ORD), a public repository of structured organic reaction records. describe an organic reaction: reactants, conditions, products, and yield Reactants: CCOC(=O)C1(C(Cl)(c2ccc(C(F)(F)F)cc2)c2ccc(C(F)(F)F)cc2)CCN(C(=O)OC(C)(C)C)CC1, ClCCl, Cc1ccccc1, O=C(O)C(F)(F)F. The product is CCOC(=O)C1(C(Cl)(c2ccc(C(F)(F)F)cc2)c2ccc(C(F)(F)F)cc2)CCNCC1. As a reaction SMILES: [C:1]([O:2][C:3](=[O:4])[N:8]1[CH2:9][CH2:10][C:11]([C:14](=[O:15])[O:16][CH2:17][CH3:18])([C:19]([Cl:20])([c:21]2[cH:22][cH:23][c:24]([C:27]([F:28])([F:29])[F:30])[cH:25][cH:26]2)[c:31]2[cH:32][cH:33][c:34]([C:37]([F:38])([F:39])[F:40])[cH:35][cH:36]2)[CH2:12][CH2:13]1)([CH3:5])([CH3:6])[CH3:7].[CH2:48]([Cl:49])[Cl:50].[CH3:51][c:52]1[cH:53][cH:54][cH:55][cH:56][cH:57]1.[F:41][C:42]([F:43])([F:44])[C:45]([OH:46])=[O:47]>>[NH:8]1[CH2:9][CH2:10][C:11]([C:14](=[O:15])[O:16][CH2:17][CH3:18])([C:19]([Cl:20])([c:21]2[cH:22][cH:23][c:24]([C:27]([F:28])([F:29])[F:30])[cH:25][cH:26]2)[c:31]2[cH:32][cH:33][c:34]([C:37]([F:38])([F:39])[F:40])[cH:35][cH:36]2)[CH2:12][CH2:13]1. The reactants are BrCBr (Dibromomethane), O1CCCC1 (tetrahydrofuran), O[C@@H]1C(=C(C(C1)=O)CC#C)C ((S)-4-hydroxy-3-methyl-2-(2-propynyl)cyclopent-2-ene-1-one), O1CCCC1 (tetrahydrofuran), C([O-])(O)=O.[Na+] (sodium bicarbonate). Reagents/catalysts: [Zn] (zinc), [Ti](Cl)(Cl)(Cl)Cl (titanium tetrachloride). Run in O (water), ClCCl (dichloromethane), CCCCCC (hexane), ClCCl (dichloromethane). Reaction conditions: time 2 hour. The product is desired product, CC=1[C@H](CC(C1CC#C)=C)O ((S)-2-methyl-4-methylidene-3-(2-propynyl)cyclopent-2-ene-1-ol). Isolated yield 2.6%. RXN SMILES: BrCBr.O1CCC[CH2:5]1.[OH:9][C@H:10]1[CH2:14][C:13](=O)[C:12]([CH2:16][C:17]#[CH:18])=[C:11]1[CH3:19].C(=O)(O)[O-].[Na+]>ClCCl.[Zn].[Ti](Cl)(Cl)(Cl)Cl.O.CCCCCC>[CH3:19][C:11]1[C@@H:10]([OH:9])[CH2:14][C:13](=[CH2:5])[C:12]=1[CH2:16][C:17]#[CH:18] |f:3.4|. Procedure details: Dibromomethane (1.3 g) and zinc dust (1.5 g) were added to dry tetrahydrofuran (20ml), and the resulting mixture was cooled to 0°~5° C. A dichloromethane solution (5 ml) of 1M titanium tetrachloride was added to the tetrahydrofuran solution over about 10 min, and the resulting mixture was allowed to react for 3 days at 0°5° C. Then a solution of (S)-4-hydroxy-3-methyl-2-(2-propynyl)cyclopent-2-ene-1-one (675 mg) in dichloromethane (10 ml) was added at 0°~5° C. over about 10 min. After the result... Reactants: CC(C)(C)[Si](C)(C)Cl, CCCNCC(C)O, CN(C)c1ccncc1, ClCCl, O. The product is CCCNCC(C)O[Si](C)(C)C(C)(C)C. Reaction SMILES: [C:9]([CH3:10])([CH3:11])([CH3:12])[Si:13]([CH3:14])([CH3:15])[Cl:16].[CH2:1]([CH2:2][CH3:3])[NH:4][CH2:5][CH:6]([CH3:7])[OH:8].[CH3:18][N:19]([c:20]1[cH:21][cH:22][n:23][cH:24][cH:25]1)[CH3:26].[Cl:27][CH2:28][Cl:29].[OH2:17]>>[CH2:1]([CH2:2][CH3:3])[NH:4][CH2:5][CH:6]([CH3:7])[O:8][Si:13]([C:9]([CH3:10])([CH3:11])[CH3:12])([CH3:14])[CH3:15]. Reactants: [N+](=O)([O-])C=1C=NC2=CC(=CC=C2C1)OCC=1N=C(OC1C)C1=CC=CC=C1 (3-nitro-7-(5-methyl-2-phenyl-4-oxazolylmethoxy)quinoline). Reagents/catalysts: [Pd] (palladium/carbon). Run in C(C)O (ethanol), C(C)(=O)OCC (ethyl acetate). Conditions: time 8 hour. Yields the product NC=1C=NC2=CC(=CC=C2C1)OCC=1N=C(OC1C)C1=CC=CC=C1 (3-amino-7-(5-methyl-2-phenyl-4-oxazolylmethoxy)quinoline). Isolated yield 40.2%. Reaction SMILES: [N+:1]([C:4]1[CH:5]=[N:6][C:7]2[C:12]([CH:13]=1)=[CH:11][CH:10]=[C:9]([O:14][CH2:15][C:16]1[N:17]=[C:18]([C:22]3[CH:27]=[CH:26][CH:25]=[CH:24][CH:23]=3)[O:19][C:20]=1[CH3:21])[CH:8]=2)([O-])=O>C(O)C.C(OCC)(=O)C.[Pd]>[NH2:1][C:4]1[CH:5]=[N:6][C:7]2[C:12]([CH:13]=1)=[CH:11][CH:10]=[C:9]([O:14][CH2:15][C:16]1[N:17]=[C:18]([C:22]3[CH:27]=[CH:26][CH:25]=[CH:24][CH:23]=3)[O:19][C:20]=1[CH3:21])[CH:8]=2. Procedure: In a mixture of ethanol (20 mL) and ethyl acetate (10 mL) was suspended 3-nitro-7-(5-methyl-2-phenyl-4-oxazolylmethoxy)quinoline (740 mg, 2.1 mmol.), and to the suspension was added 10% palladium/carbon (50 mg). Then, catalytic reduction was performed overnight. After the completion of reaction was confirmed, the reaction mixture was filtered over Celite®, and the filtrate was placed under reduced pressure to remove the solvent. The residue was purified by silica gel column chromatography (hexan...